This data is from the Open Reaction Database (ORD), a public repository of structured organic reaction records. The task is: describe an organic reaction: reactants, conditions, products, and yield The product is COC(=O)C(=O)c1ccc(SC)c(Cl)c1. Reaction SMILES: [Al+3:4].[CH:21]([Cl:22])([Cl:23])[Cl:24].[Cl-:1].[Cl-:2].[Cl-:3].[Cl:12][c:13]1[c:14]([S:19][CH3:20])[cH:15][cH:16][cH:17][cH:18]1.[Cl:5][C:6]([C:7](=[O:8])[O:9][CH3:10])=[O:11]>>[C:6]([C:7](=[O:8])[O:9][CH3:10])(=[O:11])[c:17]1[cH:16][cH:15][c:14]([S:19][CH3:20])[c:13]([Cl:12])[cH:18]1. The reactants are [Al+3], ClC(Cl)Cl, [Cl-], [Cl-], [Cl-], CSc1ccccc1Cl, COC(=O)C(=O)Cl. Starting materials: COC=1C=C(C=CC1OC)CC(=O)O (3,4-dimethoxyphenylacetic acid), C(C1=CC(OC)=C(OC)C=C1)=O (veratraldehyde), CC1=C(C=C(C(=C1)OC)OC)CCC1=CC(=C(C=C1)OC)OC (2-methyl-3',4,4' , 5-tetramethoxybibenzyl), COC=1C=C(C=CC1OC)C (3,4-dimethoxytoluene), COC=1C=C(C=CC1OC)C (3,4-dimethoxytoluene), [Cl-].[Al+3].[Cl-].[Cl-] (aluminum chloride). The solvent is C(=S)=S (carbon disulfide). Yields the product COC=1C=C(C=CC1OC)CC(=O)Cl (3,4-Dimethoxyphenylacetyl chloride), COC1=CC(=C(C=C1OC)C)C(CC1=CC(=C(C=C1)OC)OC)=O (4,5-dimethoxy-2-(3,4-dimethoxyphenylacetyl) toluene). RXN SMILES: [CH3:1][C:2]1[CH:7]=[C:6]([O:8][CH3:9])[C:5]([O:10][CH3:11])=[CH:4][C:3]=1[CH2:12][CH2:13][C:14]1[CH:19]=[CH:18][C:17]([O:20][CH3:21])=[C:16]([O:22][CH3:23])[CH:15]=1.C[O:25]C1C=C(C)C=CC=1OC.C(=O)C1C=CC(OC)=C(OC)C=1.[CH3:47][O:48][C:49]1[CH:50]=[C:51]([CH2:57][C:58]([OH:60])=O)[CH:52]=[CH:53][C:54]=1[O:55][CH3:56].[Cl-:61].[Al+3].[Cl-].[Cl-]>C(=S)=S>[CH3:47][O:48][C:49]1[CH:50]=[C:51]([CH2:57][C:58]([Cl:61])=[O:60])[CH:52]=[CH:53][C:54]=1[O:55][CH3:56].[CH3:11][O:10][C:5]1[C:6]([O:8][CH3:9])=[CH:7][C:2]([CH3:1])=[C:3]([C:12](=[O:25])[CH2:13][C:14]2[CH:19]=[CH:18][C:17]([O:20][CH3:21])=[C:16]([O:22][CH3:23])[CH:15]=2)[CH:4]=1 |f:4.5.6.7|. Procedure details: In the preparation of 2-methyl-3',4,4' , 5-tetramethoxybibenzyl, for example, 3,4-dimethoxytoluene was prepared from commercial veratraldehyde by the method of Bruce and Sutcliff, J. Chem. Soc., 3824 (1956). 3,4-Dimethoxyphenylacetyl chloride was prepared from commercial 3,4-dimethoxyphenylacetic acid and added to a stirred mixture of 3,4-dimethoxytoluene and aluminum chloride in carbon disulfide. After reaction, the previously unknown 4,5-dimethoxy-2-(3,4-dimethoxyphenylacetyl) toluene was isol... Starting materials: C(C)(C)(C)OC(=O)N1[C@@H](CC(C1)=NOC)C(=O)O ((2S,4EZ)-1-(tert-butoxycarbonyl)-4-(methoxyimino)-2-pyrrolidinecarboxylic acid), CC1=C(C=CC=C1)C1=CC=C(C=C1)C(=O)O (2′-methyl[1,1′-biphenyl]-4-carboxylic acid), NCCO (2-aminoethanol). Product: OCCNC(=O)[C@H]1N(CC(C1)=NOC)C(=O)C1=CC=C(C=C1)C1=C(C=CC=C1)C ((2S,4EZ)-N-(2-hydroxyethyl)-4-(methoxyimino)-1-[(2′-methyl[1,1′-biphenyl]-4-yl)carbonyl]-2-pyrrolidinecarboxamide). RXN SMILES: C(O[C:6]([N:8]1[CH2:12][C:11](=[N:13][O:14][CH3:15])[CH2:10][C@H:9]1[C:16]([OH:18])=O)=[O:7])(C)(C)C.[CH3:19][C:20]1[CH:25]=[CH:24][CH:23]=[CH:22][C:21]=1[C:26]1[CH:31]=[CH:30][C:29](C(O)=O)=[CH:28][CH:27]=1.[NH2:35][CH2:36][CH2:37][OH:38]>>[OH:38][CH2:37][CH2:36][NH:35][C:16]([C@@H:9]1[CH2:10][C:11](=[N:13][O:14][CH3:15])[CH2:12][N:8]1[C:6]([C:29]1[CH:28]=[CH:27][C:26]([C:21]2[CH:22]=[CH:23][CH:24]=[CH:25][C:20]=2[CH3:19])=[CH:31][CH:30]=1)=[O:7])=[O:18]. Reported procedure: Following the general method as outlined in Example 22, starting from (2S,4EZ)-1-(tert-butoxycarbonyl)-4-(methoxyimino)-2-pyrrolidinecarboxylic acid, 2′-methyl[1,1′-biphenyl]-4-carboxylic acid, and 2-aminoethanol, the title compound was obtained in 75% purity by HPLC. MS(ESI+): m/z=396.